Dataset: the Open Reaction Database (ORD), a public repository of structured organic reaction records. Task: describe an organic reaction: reactants, conditions, products, and yield The reactants are ClC=1C=C(C(=O)OC)C=C(C1OC1CCCC1)Cl (Methyl 3,5-dichloro-4-(cyclopentyloxy)benzoate), resultant mixture, [OH-].[Li+] (lithium hydroxide), O (water). Solvent: C1CCOC1 (THF). Yields the product ClC=1C=C(C(=O)O)C=C(C1OC1CCCC1)Cl (3,5-Dichloro-4-(cyclopentyloxy)benzoic acid). Yield: 82.1%. As a reaction SMILES: [Cl:1][C:2]1[CH:3]=[C:4]([CH:9]=[C:10]([Cl:18])[C:11]=1[O:12][CH:13]1[CH2:17][CH2:16][CH2:15][CH2:14]1)[C:5]([O:7]C)=[O:6].[OH-].[Li+].O>C1COCC1>[Cl:1][C:2]1[CH:3]=[C:4]([CH:9]=[C:10]([Cl:18])[C:11]=1[O:12][CH:13]1[CH2:17][CH2:16][CH2:15][CH2:14]1)[C:5]([OH:7])=[O:6] |f:1.2|. Procedure details: Methyl 3,5-dichloro-4-(cyclopentyloxy)benzoate (2) (1.05 g, 3.63 mmol) and lithium hydroxide (174 mg, 7.26 mmol) were combined in THF (10 mL) and water (ca. 1.5 mL) was added dropwise until a solution formed. The resultant mixture was stirred at RT for 12 h. The THF was removed in vacuo and the residue acidified using aqueous HCl (1 M). The resultant precipitate was filtered to afford 3,5-dichloro-4-(cyclopentyloxy)benzoic acid (3) (820 mg, 82%): m/z 273 (M−H)− (ES−). Starting materials: ice water, FC1=C(C=CC(=C1)F)CCC(=O)Cl (3-(2,4-difluorophenyl)propionyl chloride), [Cl-].[Al+3].[Cl-].[Cl-] (aluminum chloride). The solvent is ClCCl (dichloromethane), ClCCl (dichloromethane). The product is FC1=C2CCC(C2=CC(=C1)F)=O (4,6-difluoro-1-indanone). RXN SMILES: [F:1][C:2]1[CH:7]=[C:6]([F:8])[CH:5]=[CH:4][C:3]=1[CH2:9][CH2:10][C:11](Cl)=[O:12].[Cl-].[Al+3].[Cl-].[Cl-]>ClCCl>[F:1][C:2]1[CH:7]=[C:6]([F:8])[CH:5]=[C:4]2[C:3]=1[CH2:9][CH2:10][C:11]2=[O:12] |f:1.2.3.4|. Procedure: To a mixture of 3-(2,4-difluorophenyl) propanoic acid (28.7 g, 0.15 mol) and dimethylformamide (5 drops) at ambient temperature was added dropwise oxalyl chloride (50 mL, Aldrich). The mixture was stirred at ambient temperature for 18 h. The excess oxalyl chloride was removed by distillation in vacuo to give 3-(2,4-difluorophenyl)propionyl chloride. A solution of the 3-(2,4-difluorophenyl)propionyl chloride in dichloromethane (300 mL) was added dropwise to a mixture of aluminum chloride (23.4 g,... Reactants: C[C@H]1C(=O)O[C@H](C(=O)O1)C (l-lactide), C1(CCCCCO1)=O (ε-caprolactone), N(CCO)(CCO)CCO (triethanolamine). The reagents and catalysts are stannous octanoate. Conditions: temperature 140 celsius, time 60 hour. Product: C[C@H]1C(=O)O[C@H](C(=O)O1)C.C1(CCCCCO1)=O (l-Lactide Caprolactone). RXN SMILES: [CH3:1][C@@H:2]1[O:9][C:7](=[O:8])[C@H:6]([CH3:10])[O:5][C:3]1=[O:4].[C:11]1(=[O:18])[O:17][CH2:16][CH2:15][CH2:14][CH2:13][CH2:12]1.N(CCO)(CCO)CCO>>[CH3:1][C@@H:2]1[O:9][C:7](=[O:8])[C@H:6]([CH3:10])[O:5][C:3]1=[O:4].[C:11]1(=[O:18])[O:17][CH2:16][CH2:15][CH2:14][CH2:13][CH2:12]1 |f:3.4|. Procedure details: The copolymer was prepared by copolymerizing a 74/26(molar) mixture of l-lactide and ε-caprolactone under dry nitrogen atmosphere in the presence of triethanolamine as initiator, monomer/initiator ratio of 2,220 and stannous octanoate as a catalyst at monomer/catalyst of 10,000. After melting the comonomers and mixing with the catalyst and initiator, the temperature was raised to 140° C. and reaction was continued for 60 hours. The polymer was isolated, ground and purified by distilling the resi... Starting materials: Br[Mg]c1ccccc1, Nc1nccnc1C(=O)O, C1CCOC1, O, [c-]1ccc[n-]1. Product: Nc1nccnc1C(=O)c1ccccc1. As a reaction SMILES: [Br:16][Mg:17][c:18]1[cH:19][cH:20][cH:21][cH:22][cH:23]1.[NH2:6][c:7]1[n:8][cH:9][cH:10][n:11][c:12]1[C:13](=[O:14])[OH:15].[O:24]1[CH2:25][CH2:26][CH2:27][CH2:28]1.[OH2:29].[n-:1]1[cH:2][cH:3][cH:4][c-:5]1>>[NH2:6][c:7]1[n:8][cH:9][cH:10][n:11][c:12]1[C:13](=[O:15])[c:18]1[cH:19][cH:20][cH:21][cH:22][cH:23]1. The reactants are ClC1=CC=C(C=N1)CN1CCN(CC1)C(C)C (1-(6-Chloropyridin-3-ylmethyl)-4-isopropylpiperazine), CC1=NC=CC(=C1)B(O)O (2-methylpyridin-4-boronic acid). The product is Cl.Cl.Cl.C(C)(C)N1CCN(CC1)CC=1C=CC(=NC1)C1=CC(=NC=C1)C (5-(4-Isopropylpiperazin-1-ylmethyl)-2′-methyl-[2,4′]bipyridinyl, trihydrochloride), trihydrochloride. RXN SMILES: [Cl:1][C:2]1[N:7]=[CH:6][C:5]([CH2:8][N:9]2[CH2:14][CH2:13][N:12]([CH:15]([CH3:17])[CH3:16])[CH2:11][CH2:10]2)=[CH:4][CH:3]=1.[CH3:18][C:19]1[CH:24]=[C:23](B(O)O)[CH:22]=[CH:21][N:20]=1>>[ClH:1].[ClH:1].[ClH:1].[CH:15]([N:12]1[CH2:13][CH2:14][N:9]([CH2:8][C:5]2[CH:4]=[CH:3][C:2]([C:23]3[CH:22]=[CH:21][N:20]=[C:19]([CH3:18])[CH:24]=3)=[N:7][CH:6]=2)[CH2:10][CH2:11]1)([CH3:17])[CH3:16] |f:2.3.4.5|. Procedure details: 1-(6-Chloropyridin-3-ylmethyl)-4-isopropylpiperazine (0.2 g, 0.788 mmol) and 2-methylpyridin-4-boronic acid (0.119 g, 0.867 mmol) were mixed with catalyst and reacted in the same manner as in example 18. The title compound was isolated as yellow crystals of the trihydrochloride. Yield: 295 mg (73%).